This data is from the Open Reaction Database (ORD), a public repository of structured organic reaction records. The task is: describe an organic reaction: reactants, conditions, products, and yield Starting materials: C(C)(C)(C)OC(=O)N1CC(CC1)(C(O)C=1C2=C(SC1)C=CC(=C2)F)CCC(C)(C)C (3-(3,3-dimethyl-butyl)-3-[(5-fluoro-benzo[b]thiophen-3-yl)-hydroxy-methyl]-pyrrolidine-1-carboxylic acid tert butyl ester). Reagents/catalysts: O=[Mn]=O (MnO2). The product is C(C)(C)(C)OC(=O)N1CC(CC1)(C(=O)C=1C2=C(SC1)C=CC(=C2)F)CCC(C)(C)C (3-(3,3-Dimethyl-butyl)-3-(5-fluoro-benzo[b]thiophene-3-carbonyl)-pyrrolidine-1-carboxylic acid tert-butyl ester). As a reaction SMILES: [C:1]([O:5][C:6]([N:8]1[CH2:12][CH2:11][C:10]([CH2:25][CH2:26][C:27]([CH3:30])([CH3:29])[CH3:28])([CH:13]([C:15]2[C:16]3[CH:23]=[C:22]([F:24])[CH:21]=[CH:20][C:17]=3[S:18][CH:19]=2)[OH:14])[CH2:9]1)=[O:7])([CH3:4])([CH3:3])[CH3:2]>O=[Mn]=O>[C:1]([O:5][C:6]([N:8]1[CH2:12][CH2:11][C:10]([CH2:25][CH2:26][C:27]([CH3:30])([CH3:29])[CH3:28])([C:13]([C:15]2[C:16]3[CH:23]=[C:22]([F:24])[CH:21]=[CH:20][C:17]=3[S:18][CH:19]=2)=[O:14])[CH2:9]1)=[O:7])([CH3:4])([CH3:3])[CH3:2]. Procedure details: 3-(3,3-Dimethyl-butyl)-3-(5-fluoro-benzo[b]thiophene-3-carbonyl)-pyrrolidine-1-carboxylic acid tert-butyl ester was prepared from 3-(3,3-dimethyl-butyl)-3-[(5-fluoro-benzo[b]thiophen-3-yl)-hydroxy-methyl]-pyrrolidine-1-carboxylic acid tert butyl ester by oxidation with MnO2 using the procedure of step 3 of Example 18. Reactants: [H-].[Al+3].[Li+].[H-].[H-].[H-] (lithium aluminum hydride), FC(C(CCC(=O)O)CCCC)(F)F (4-trifluoromethyloctanoic acid), S(=O)(=O)([O-])[O-] (sulfate). Solvent: C(C)OCC (diethyl ether), C(C)OCC (diethyl ether). Run at time 4 hour. Product: FC(C(CCCO)CCCC)(F)F (4-trifluoromethyloctanol). Procedure: In a flask replaced with nitrogen, 72 mg (1.9 mmol) of lithium aluminum hydride and 2 ml of dry diethyl ether were placed and cooled with ice, and a solution of 0.4 g (1.9 mmol) 4-trifluoromethyloctanoic acid in 1 ml of dry diethyl ether was added dropwise thereto. The mixture was stirred for 4 hours on an ice bath for reaction, and a saturated sulfate aqueous solution was added thereto, followed by decantation to recover the ether layer. The ether solution was dried on sodium sulfate, followed ... Yield: 71.7%. RXN SMILES: [H-].[Al+3].[Li+].[H-].[H-].[H-].[F:7][C:8]([F:20])([F:19])[CH:9]([CH2:15][CH2:16][CH2:17][CH3:18])[CH2:10][CH2:11][C:12](O)=[O:13].S([O-])([O-])(=O)=O>C(OCC)C>[F:7][C:8]([F:19])([F:20])[CH:9]([CH2:15][CH2:16][CH2:17][CH3:18])[CH2:10][CH2:11][CH2:12][OH:13] |f:0.1.2.3.4.5|. The reactants are F[B-](F)(F)F, CCN(C(C)C)C(C)C, CN(C)CC(=O)O, Nc1cccc2nc(NC3CCc4ccccc43)ccc12, ClCCl, [Na+], O=C([O-])O, CN(C)C=O, CN(C)C(On1nnc2ccccc21)=[N+](C)C. Product: CN(C)CC(=O)Nc1cccc2nc(NC3CCc4ccccc43)ccc12. Reaction SMILES: [B-:17]([F:18])([F:19])([F:20])[F:21].[CH2:8]([N:9]([CH:10]([CH3:11])[CH3:12])[CH:13]([CH3:14])[CH3:15])[CH3:16].[CH3:1][N:2]([CH3:3])[CH2:4][C:5]([OH:6])=[O:7].[CH:39]1([NH:48][c:49]2[n:50][c:51]3[cH:52][cH:53][cH:54][c:55]([NH2:59])[c:56]3[cH:57][cH:58]2)[CH2:40][CH2:41][c:42]2[cH:43][cH:44][cH:45][cH:46][c:47]21.[Cl:65][CH2:66][Cl:67].[Na+:64].[O-:60][C:61]([OH:62])=[O:63].[O:68]=[CH:69][N:70]([CH3:71])[CH3:72].[n:22]1([O:23][C:24]([N:25]([CH3:26])[CH3:27])=[N+:28]([CH3:29])[CH3:30])[c:31]2[cH:32][cH:33][cH:34][cH:35][c:36]2[n:37][n:38]1>>[CH3:1][N:2]([CH3:3])[CH2:4][C:5](=[O:7])[NH:59][c:55]1[cH:54][cH:53][cH:52][c:51]2[n:50][c:49]([NH:48][CH:39]3[CH2:40][CH2:41][c:42]4[cH:43][cH:44][cH:45][cH:46][c:47]43)[cH:58][cH:57][c:56]21. The reactants are COc1cc(Br)c(C(=O)O)cc1OC, CC(=O)[O-], CC(=O)[O-], CC(=O)O, [Cu+2], [K+], [K+], CCn1nccc1N, O=C([O-])[O-], CN(C)C=O, O. Yields the product CCn1nccc1Nc1cc(OC)c(OC)cc1C(=O)O. As a reaction SMILES: [Br:9][c:10]1[c:11]([C:12](=[O:13])[OH:14])[cH:15][c:16]([O:21][CH3:22])[c:17]([O:19][CH3:20])[cH:18]1.[C:34]([O-:35])(=[O:36])[CH3:37].[C:39]([O-:40])(=[O:41])[CH3:42].[CH3:43][C:44](=[O:45])[OH:46].[Cu+2:38].[K+:23].[K+:24].[NH2:1][c:2]1[cH:3][cH:4][n:5][n:6]1[CH2:7][CH3:8].[O-:25][C:26]([O-:27])=[O:28].[O:29]=[CH:30][N:31]([CH3:32])[CH3:33].[OH2:47]>>[NH:1]([c:2]1[cH:3][cH:4][n:5][n:6]1[CH2:7][CH3:8])[c:10]1[c:11]([C:12](=[O:13])[OH:14])[cH:15][c:16]([O:21][CH3:22])[c:17]([O:19][CH3:20])[cH:18]1. Reactants: [OH-].[Na+] (sodium hydroxide), NC1=NC(=C2NC=NC2=N1)Cl (2-amino-6-chloropurine), F[B-](F)(F)F.[H+] (tetrafluoroboric acid), N(=O)[O-].[Na+] (sodium nitrite). Run in O (water), O (water). Reaction conditions: time 20 minute. Product: FC1=NC(=C2NC=NC2=N1)Cl (2-fluoro-6-chloropurine). Yield: 52.0%. RXN SMILES: N[C:2]1[N:10]=[C:9]2[C:5]([NH:6][CH:7]=[N:8]2)=[C:4]([Cl:11])[N:3]=1.[F:12][B-](F)(F)F.[H+].N([O-])=O.[Na+].[OH-].[Na+]>O>[F:12][C:2]1[N:10]=[C:9]2[C:5]([NH:6][CH:7]=[N:8]2)=[C:4]([Cl:11])[N:3]=1 |f:1.2,3.4,5.6|. Procedure details: To 2-amino-6-chloropurine (5.0 g, 29.5 mmol) in a solution of tetrafluoroboric acid in water (100 mL) at −15° C. was added dropwise sodium nitrite (3.5 g, 50 mmol) in water (160 mL) over a period of 1.5 h. After 20 min at room temperature, the pH of the solution was adjusted to 6 with 50% aqueous sodium hydroxide. The solution was concentrated under reduced pressure. The crude residue was purified on a BIOTAGE™ 40S column (silica, CH2Cl2/MeOH 9:1) to give 2-fluoro-6-chloropurine (2.3 g, 52%). Th... Starting materials: CC(=O)O, CCOC(C)=O, C[Si](C)(Cl)Cl, CCOC(=O)COc1ccc(S(=O)(=O)Cl)cc1C, CC(O)c1cccc(-c2ccc(C(F)(F)F)cc2)c1, [Zn]. Yields the product CCOC(=O)COc1ccc(SC(C)c2cccc(-c3ccc(C(F)(F)F)cc3)c2)cc1C. Reaction SMILES: [C:1]([OH:2])(=[O:3])[CH3:4].[CH3:47][CH2:48][O:49][C:50]([CH3:51])=[O:52].[Cl:23][Si:24]([Cl:25])([CH3:26])[CH3:27].[Cl:5][S:6](=[O:7])(=[O:8])[c:9]1[cH:10][c:11]([CH3:22])[c:12]([O:13][CH2:14][C:15](=[O:16])[O:17][CH2:18][CH3:19])[cH:20][cH:21]1.[F:28][C:29]([c:30]1[cH:31][cH:32][c:33](-[c:36]2[cH:37][c:38]([CH:42]([CH3:43])[OH:44])[cH:39][cH:40][cH:41]2)[cH:34][cH:35]1)([F:45])[F:46].[Zn:53]>>[S:6]([c:9]1[cH:10][c:11]([CH3:22])[c:12]([O:13][CH2:14][C:15](=[O:16])[O:17][CH2:18][CH3:19])[cH:20][cH:21]1)[CH:42]([c:38]1[cH:37][c:36](-[c:33]2[cH:32][cH:31][c:30]([C:29]([F:28])([F:45])[F:46])[cH:35][cH:34]2)[cH:41][cH:40][cH:39]1)[CH3:43]. The reactants are CN1CCOCC1, COc1ccc(SCC(=O)O)cc1OC, CCN=C=NCCCN(C)C, ClCCl, Cl, Oc1c(F)c(F)c(F)c(F)c1F. Yields the product COc1ccc(SCC(=O)Oc2c(F)c(F)c(F)c(F)c2F)cc1OC. Reaction SMILES: [CH3:16][N:17]1[CH2:18][CH2:19][O:20][CH2:21][CH2:22]1.[CH3:1][O:2][c:3]1[cH:4][c:5]([S:11][CH2:12][C:13](=[O:14])[OH:15])[cH:6][cH:7][c:8]1[O:9][CH3:10].[CH3:24][N:25]([CH3:26])[CH2:27][CH2:28][CH2:29][N:30]=[C:31]=[N:32][CH2:33][CH3:34].[Cl:47][CH2:48][Cl:49].[ClH:23].[F:35][c:36]1[c:37]([F:46])[c:38]([F:45])[c:39]([F:44])[c:40]([F:43])[c:41]1[OH:42]>>[CH3:1][O:2][c:3]1[cH:4][c:5]([S:11][CH2:12][C:13](=[O:14])[O:15][c:41]2[c:36]([F:35])[c:37]([F:46])[c:38]([F:45])[c:39]([F:44])[c:40]2[F:43])[cH:6][cH:7][c:8]1[O:9][CH3:10]. Reactants: O (water), solution, [OH-].[Na+] (sodium hydroxide), C(C)(C)NC1=NC=C(C=N1)C(=O)OC (2-isopropylamino-5-methoxycarbonylpyrimidine). Run in CO (methanol). Run at temperature 66 celsius. Yields the product C(C)(C)NC1=NC=C(C=N1)C(=O)O (2-Isopropylamino-5-carboxypyrimidine). The yield is 91.6%. Reaction SMILES: [OH-].[Na+].[CH:3]([NH:6][C:7]1[N:12]=[CH:11][C:10]([C:13]([O:15]C)=[O:14])=[CH:9][N:8]=1)([CH3:5])[CH3:4].O>CO>[CH:3]([NH:6][C:7]1[N:8]=[CH:9][C:10]([C:13]([OH:15])=[O:14])=[CH:11][N:12]=1)([CH3:5])[CH3:4] |f:0.1|. Procedure details: 6 ml of a 1N solution of sodium hydroxide are added to a solution of 2-isopropylamino-5-methoxycarbonylpyrimidine (1 g; 5.12 mmol) in 33 ml of methanol. The mixture is refluxed (66° C.) for two hours. A minimum of water is added in order to dissolve the precipitate which forms; the methanol is evaporated under reduced pressure. The remaining solution is acidified at 0° C. with 2N hydrochloric acid. The precipitate obtained is filtered, washed with water and then dried to give 850 mg (92%) of aci... The reactants are CC(C)C(NC(=O)N(C)Cc1cncs1)C(=O)NC(Cc1ccccc1)C(O)CN1CCN(C(=O)OC(C)(C)C)CC1C(=O)NC(C)(C)C, O=C(O)C(F)(F)F, Clc1cncs1. Yields the product CC(C)C(NC(=O)N(C)Cc1cncs1)C(=O)NC(Cc1ccccc1)C(O)CN1CCN(Cc2cncs2)CC1C(=O)NC(C)(C)C. Reaction SMILES: [CH3:1][C:2]([CH3:3])([CH3:4])[NH:5][C:6](=[O:7])[CH:8]1[N:9]([CH2:21][CH:22]([CH:23]([CH2:24][c:25]2[cH:26][cH:27][cH:28][cH:29][cH:30]2)[NH:31][C:32](=[O:33])[CH:34]([CH:35]([CH3:36])[CH3:37])[NH:38][C:39]([N:40]([CH2:41][c:42]2[cH:43][n:44][cH:45][s:46]2)[CH3:47])=[O:48])[OH:49])[CH2:10][CH2:11][N:12]([C:14]([O:15][C:16]([CH3:17])([CH3:18])[CH3:19])=[O:20])[CH2:13]1.[OH:50][C:51]([C:52]([F:53])([F:54])[F:55])=[O:56].[s:57]1[cH:58][n:59][cH:60][c:61]1[Cl:62]>>[CH3:1][C:2]([CH3:3])([CH3:4])[NH:5][C:6](=[O:7])[CH:8]1[N:9]([CH2:21][CH:22]([CH:23]([CH2:24][c:25]2[cH:26][cH:27][cH:28][cH:29][cH:30]2)[NH:31][C:32](=[O:33])[CH:34]([CH:35]([CH3:36])[CH3:37])[NH:38][C:39]([N:40]([CH2:41][c:42]2[cH:43][n:44][cH:45][s:46]2)[CH3:47])=[O:48])[OH:49])[CH2:10][CH2:11][N:12]([CH2:14][c:61]2[s:57][cH:58][n:59][cH:60]2)[CH2:13]1. Starting materials: Cl, COC(=O)C1CCC(N)C1, CCOC(=O)c1ccc(OCCCc2ccc(OCc3ccc(-c4ccccc4)cc3)cc2)c(C(=O)O)c1. The product is CCOC(=O)c1ccc(OCCCc2ccc(OCc3ccc(-c4ccccc4)cc3)cc2)c(C(=O)NC2CCC(C(=O)OC)C2)c1. As a reaction SMILES: [ClH:39].[NH2:40][CH:41]1[CH2:42][CH:43]([C:46](=[O:47])[O:48][CH3:49])[CH2:44][CH2:45]1.[c:1]1(-[c:33]2[cH:34][cH:35][cH:36][cH:37][cH:38]2)[cH:2][cH:3][c:4]([CH2:7][O:8][c:9]2[cH:10][cH:11][c:12]([CH2:15][CH2:16][CH2:17][O:18][c:19]3[c:20]([C:21](=[O:22])[OH:23])[cH:24][c:25]([C:28](=[O:29])[O:30][CH2:31][CH3:32])[cH:26][cH:27]3)[cH:13][cH:14]2)[cH:5][cH:6]1>>[c:1]1(-[c:33]2[cH:34][cH:35][cH:36][cH:37][cH:38]2)[cH:2][cH:3][c:4]([CH2:7][O:8][c:9]2[cH:10][cH:11][c:12]([CH2:15][CH2:16][CH2:17][O:18][c:19]3[c:20]([C:21](=[O:22])[NH:40][CH:41]4[CH2:42][CH:43]([C:46](=[O:47])[O:48][CH3:49])[CH2:44][CH2:45]4)[cH:24][c:25]([C:28](=[O:29])[O:30][CH2:31][CH3:32])[cH:26][cH:27]3)[cH:13][cH:14]2)[cH:5][cH:6]1.